Dataset: the Open Reaction Database (ORD), a public repository of structured organic reaction records. Task: describe an organic reaction: reactants, conditions, products, and yield Procedure: To 288 g of HMDI was added 20 g of cyclohexylamine and they were stirred at 100° C. for one hour while nitrogen was bubbled thereinto and subsequently 2.9 g of the carbodiimidization catalyst was added thereto, after which the resulting mixture was subjected to a reaction at 185° C. for 30 hours, to obtain a carbodiimide resulting from HMDI and having terminal urea bonds (degree of polymerization=10). Starting materials: C(CCCN=C=O)CCN=C=O (HMDI), C1(CCCCC1)N (cyclohexylamine). Run at temperature 100 celsius, time 1 hour. Yields the product N=C=N (carbodiimide), C(CCCN=C=O)CCN=C=O (HMDI). Reaction SMILES: [CH2:1]([CH2:8][CH2:9][N:10]=[C:11]=[O:12])[CH2:2][CH2:3][CH2:4][N:5]=[C:6]=[O:7].C1([NH2:19])CCCCC1>>[NH:19]=[C:11]=[NH:10].[CH2:1]([CH2:8][CH2:9][N:10]=[C:11]=[O:12])[CH2:2][CH2:3][CH2:4][N:5]=[C:6]=[O:7]. Starting materials: C(C1=CC=CC=C1)OC([C@@H](NC([C@@H](NC([C@@H](NC(CNC([C@@H](NC(=O)OC(C)(C)C)CC1=CC=C(C=C1)O)=O)=O)C)=O)CC1=CC=CC=C1)=O)CC(C)C)=O (N-t-butoxycarbonyl-L-tyrosylglycyl-L-alanyl-L-phenylalanyl-L-leucine benzyl ester), [OH-].[Na+] (sodium hydroxide). The solvent is CO (methanol). Conditions: temperature 10 celsius, time 1 hour. Yields the product C(C)(C)(C)OC(=O)N[C@@H](CC1=CC=C(C=C1)O)C(=O)NCC(=O)N[C@@H](C)C(=O)N[C@@H](CC1=CC=CC=C1)C(=O)N[C@@H](CC(C)C)C(=O)O (N-t-butoxycarbonyl-L-tyrosylglycyl-L-alanyl-L-phenylalanyl-L-leucine). RXN SMILES: C([O:8][C:9](=[O:55])[C@H:10]([CH2:51][CH:52]([CH3:54])[CH3:53])[NH:11][C:12](=[O:50])[C@H:13]([CH2:43][C:44]1[CH:49]=[CH:48][CH:47]=[CH:46][CH:45]=1)[NH:14][C:15](=[O:42])[C@H:16]([CH3:41])[NH:17][C:18](=[O:40])[CH2:19][NH:20][C:21](=[O:39])[C@H:22]([CH2:31][C:32]1[CH:37]=[CH:36][C:35]([OH:38])=[CH:34][CH:33]=1)[NH:23][C:24]([O:26][C:27]([CH3:30])([CH3:29])[CH3:28])=[O:25])C1C=CC=CC=1.[OH-].[Na+]>CO>[C:27]([O:26][C:24]([NH:23][C@H:22]([C:21]([NH:20][CH2:19][C:18]([NH:17][C@H:16]([C:15]([NH:14][C@H:13]([C:12]([NH:11][C@H:10]([C:9]([OH:55])=[O:8])[CH2:51][CH:52]([CH3:53])[CH3:54])=[O:50])[CH2:43][C:44]1[CH:45]=[CH:46][CH:47]=[CH:48][CH:49]=1)=[O:42])[CH3:41])=[O:40])=[O:39])[CH2:31][C:32]1[CH:33]=[CH:34][C:35]([OH:38])=[CH:36][CH:37]=1)=[O:25])([CH3:28])([CH3:30])[CH3:29] |f:1.2|. Procedure: 18.9 Parts N-t-butoxycarbonyl-L-tyrosylglycyl-L-alanyl-L-phenylalanyl-L-leucine benzyl ester is dissolved in 70 parts methanol and the solution cooled to 10° C. Then, 90 parts by volume of a 1N sodium hydroxide solution is added dropwise with stirring while maintaining the temperature below 20° C. After standing at room temperature for 1 hour, the methanol is removed by evaporation under reduced pressure. The solution is washed once with ethyl ether to remove benzyl alcohol and the aqueous layer... Reactants: Cl (hydrochloric acid), C(C1=CC=CC=C1)=O (benzaldehyde), COC(Cl)Cl (1,1-dichlorodimethyl ether), ( 1 ), COC=1C=C(C=CC1C(C)(C)C)O (3-methoxy-4-(1,1-dimethylethyl)phenol). The reagents and catalysts are [Ti](Cl)(Cl)(Cl)Cl (titanium (IV) chloride). The solvent is C(Cl)Cl (methylene chloride). Run at time 10 minute. The product is OC1=C(C=O)C=C(C(=C1)OC)C(C)(C)C (2-hydroxy-4-methoxy-5-(1,1-dimethylethyl)benzaldehyde). The yield is 87.0%. RXN SMILES: [CH:1](=[O:8])C1C=CC=CC=1.[CH3:9][O:10][C:11]1[CH:12]=[C:13]([OH:21])[CH:14]=[CH:15][C:16]=1[C:17]([CH3:20])([CH3:19])[CH3:18].COC(Cl)Cl.Cl>C(Cl)Cl.[Ti](Cl)(Cl)(Cl)Cl>[OH:21][C:13]1[CH:12]=[C:11]([O:10][CH3:9])[C:16]([C:17]([CH3:18])([CH3:20])[CH3:19])=[CH:15][C:14]=1[CH:1]=[O:8]. Reported procedure: The benzaldehyde used in Example 6 was prepared as follows: (1) To a stirred solution of 2.91 g (16.14 mmol) of 3-methoxy-4-(1,1-dimethylethyl)phenol (see C. J. R. Adderley and F. R. Hewgill, J. Chem. Soc., (C), 1438, (1968) as an example of how to obtain this material) in 65 ml of methylene chloride and cooled in an ice-water bath was added 6.12 g (3.54 ml, 32.30 mmol) of titanium (IV) chloride followed by 3.06 g (2.41 ml, 26.64 mmol) of 1,1-dichlorodimethyl ether. The reaction mixture was stir...